From a dataset of the Open Reaction Database (ORD), a public repository of structured organic reaction records. describe an organic reaction: reactants, conditions, products, and yield The reactants are BrC1=CC=C(C=C1)C=1C=2N(C=CC1)N=C(N2)Cl (8-(4-bromo-phenyl)-2-chloro-[1,2,4]triazolo[1,5-a]pyridine), CP(=O)C (methylphosphinoylmethane), CC1(C2=CC=CC(=C2OC=2C(=CC=CC12)P(C1=CC=CC=C1)C1=CC=CC=C1)P(C1=CC=CC=C1)C1=CC=CC=C1)C (9,9-dimethyl-4,5-bis(diphenylphosphino)xanthene), C([O-])([O-])=O.[Cs+].[Cs+] (cesium carbonate). The reagents and catalysts are C(C)(=O)[O-].[Pd+2].C(C)(=O)[O-] (palladium acetate). Run in O1CCOCC1 (1,4-dioxane). Reaction conditions: temperature 90 celsius. The product is ClC1=NN2C(C(=CC=C2)C2=CC=C(C=C2)P(=O)(C)C)=N1 (2-Chloro-8-[4-(dimethyl-phosphinoyl)-phenyl]-[1,2,4]triazolo[1,5-a]pyridine), solid. Yield: 34.0%. As a reaction SMILES: Br[C:2]1[CH:7]=[CH:6][C:5]([C:8]2[C:9]3[N:10]([N:14]=[C:15]([Cl:17])[N:16]=3)[CH:11]=[CH:12][CH:13]=2)=[CH:4][CH:3]=1.[CH3:18][PH:19]([CH3:21])=[O:20].CC1(C)C2C=CC=C(P(C3C=CC=CC=3)C3C=CC=CC=3)C=2OC2C1=CC=CC=2P(C1C=CC=CC=1)C1C=CC=CC=1.C(=O)([O-])[O-].[Cs+].[Cs+]>C([O-])(=O)C.[Pd+2].C([O-])(=O)C.O1CCOCC1>[Cl:17][C:15]1[N:16]=[C:9]2[C:8]([C:5]3[CH:6]=[CH:7][C:2]([P:19]([CH3:21])([CH3:18])=[O:20])=[CH:3][CH:4]=3)=[CH:13][CH:12]=[CH:11][N:10]2[N:14]=1 |f:3.4.5,6.7.8|. Reported procedure: 198 b) To an oven dried tube was added 8-(4-bromo-phenyl)-2-chloro-[1,2,4]triazolo[1,5-a]pyridine (0.90 g, 2.9 mmol), methylphosphinoylmethane (0.24 g, 3.1 mmol) (prepared as described in WO2005/009348), palladium acetate (13.5 mg, 0.0601 mmol), 9,9-dimethyl-4,5-bis(diphenylphosphino)xanthene (36.0 mg, 0.0622 mmol), cesium carbonate (1422.0 mg, 4.3644 mmol) and 1,4-dioxane (9 mL). The tube was evacuated, carefully, and backflushed with nitrogen. The tube was sealed and heated at 90° C. for 24 ho...